From a dataset of the Open Reaction Database (ORD), a public repository of structured organic reaction records. describe an organic reaction: reactants, conditions, products, and yield Reactants: CC1(NC(C(N1)=O)(C)C)C (2,2,5,5-Tetramethylimidazolidin-4-one), [H-].[Na+] (sodium hydride), C1C(O1)CO (glycidol). The solvent is CN(C=O)C (N,N-dimethylformamide). Reaction conditions: time 10 minute. The product is OC(CN1C(NC(C1=O)(C)C)(C)C)CO (3-(2,3-dihydroxypropyl)-2,2,5,5-tetramethylimidazolidin-4-one). The yield is 5.5%. Reaction SMILES: [CH3:1][C:2]1([CH3:10])[NH:6][C:5](=[O:7])[C:4]([CH3:9])([CH3:8])[NH:3]1.[H-].[Na+].[CH2:13]1[O:15][CH:14]1[CH2:16][OH:17]>CN(C)C=O>[OH:15][CH:14]([CH2:16][OH:17])[CH2:13][N:6]1[C:5](=[O:7])[C:4]([CH3:9])([CH3:8])[NH:3][C:2]1([CH3:10])[CH3:1] |f:1.2|. Reported procedure: 2,2,5,5-Tetramethylimidazolidin-4-one (3.54 g, 24.9 mmol), prepared as described in U.S. Pat. No. 5,126,057 (Worely et al., Jun. 30, 1992), was dissolved in N,N-dimethylformamide (150 ml). To the stirring room temperature solution was added sodium hydride (60%, 913 mg, 22.8 mmol), in 4 portions over 10 minutes. After an additional one hour of stirring at room temperature, the glycidol (1.4 ml, 21.1 mmol) was added to the reaction mixture. After the reaction mixture was stirred for 18 hours at ro...